From a dataset of the Open Reaction Database (ORD), a public repository of structured organic reaction records. describe an organic reaction: reactants, conditions, products, and yield The reactants are NC1=C(C=CC(=N1)C(=O)OC)Br (methyl 6-amino-5-bromopyridine-2-carboxylate), ClN1C(CCC1=O)=O (N-chlorosuccinimide), resultant solution. Solvent: C(C)(=O)O (acetic acid). Yields the product NC1=C(C=C(C(=N1)C(=O)OC)Cl)Br (Methyl 6-amino-5-bromo-3-chloropyridine-2-carboxylate). Yield: 95.5%. Reaction SMILES: [NH2:1][C:2]1[N:7]=[C:6]([C:8]([O:10][CH3:11])=[O:9])[CH:5]=[CH:4][C:3]=1[Br:12].[Cl:13]N1C(=O)CCC1=O>C(O)(=O)C>[NH2:1][C:2]1[N:7]=[C:6]([C:8]([O:10][CH3:11])=[O:9])[C:5]([Cl:13])=[CH:4][C:3]=1[Br:12]. Reported procedure: To a solution methyl 6-amino-5-bromopyridine-2-carboxylate (20.04 g) in acetic acid (900 ml) was added N-chlorosuccinimide (13.96 g) and the resultant solution was heated to 120° C. for 1 hour. The solution was then evaporated and treated with excess aqueous sodium bicarbonate and extracted with dichloromethane. The organic fraction was dried and evaporated to give the product (21.98 g). Starting materials: O1CCOCC1 (dioxane), ClC1=NC=NC2=CC(=C(C=C12)OC)OC (4-chloro-6,7-dimethoxyquinazoline), NC=1SC2=C(N1)C=CC(=C2)NC(C2=CC=C(C=C2)OC(F)(F)F)=O (N-(2-aminobenzothiazol-6-yl)-4-trifluoromethoxybenzamide), NC=1SC2=C(N1)C=CC(=C2)NC(C2=CC=C(C=C2)OC(F)(F)F)=O (N-(2-aminobenzothiazol-6-yl)-4-trifluoromethoxybenzamide). Solvent: CN(C=O)C (Dimethylformamide). The product is COC=1C=C2C(=NC=NC2=CC1OC)NC=1SC2=C(N1)C=CC(=C2)NC(C2=CC=C(C=C2)OC(F)(F)F)=O (N-[2-(6,7-Dimethoxyquinazolin-4-ylamino)-benzothiazol-6-yl]-4-trifluoromethoxybenzamide), solid. Yield: 9.5%. As a reaction SMILES: Cl[C:2]1[C:11]2[C:6](=[CH:7][C:8]([O:14][CH3:15])=[C:9]([O:12][CH3:13])[CH:10]=2)[N:5]=[CH:4][N:3]=1.[NH2:16][C:17]1[S:18][C:19]2[CH:25]=[C:24]([NH:26][C:27](=[O:39])[C:28]3[CH:33]=[CH:32][C:31]([O:34][C:35]([F:38])([F:37])[F:36])=[CH:30][CH:29]=3)[CH:23]=[CH:22][C:20]=2[N:21]=1.O1CCOCC1>CN(C)C=O>[CH3:13][O:12][C:9]1[CH:10]=[C:11]2[C:6](=[CH:7][C:8]=1[O:14][CH3:15])[N:5]=[CH:4][N:3]=[C:2]2[NH:16][C:17]1[S:18][C:19]2[CH:25]=[C:24]([NH:26][C:27](=[O:39])[C:28]3[CH:29]=[CH:30][C:31]([O:34][C:35]([F:38])([F:36])[F:37])=[CH:32][CH:33]=3)[CH:23]=[CH:22][C:20]=2[N:21]=1. Procedure details: N-[2-(6,7-Dimethoxyquinazolin-4-ylamino)-benzothiazol-6-yl]-4-trifluoromethoxybenzamide was prepared from 4-chloro-6,7-dimethoxyquinazoline (44.9 mg, 0.2 mmol) and N-(2-aminobenzothiazol-6-yl)-4-trifluoromethoxybenzamide (Intermediate 2, 71 mg, 0.2 mmol) according to GP 1. Dimethylformamide was used as a solvent instead of dioxane. After removal of the solvent in vacuo, the residue was subjected to silica gel chromatography applying a dichloromethane-methanol gradient. The product was then furth... Product: COC(C1=C(C(=CC(=C1)NC(C)=O)NC(C)=O)Br)=O (3,5-Bis-acetylamino-2-bromo-benzoic Acid Methyl Ester). Reagents/catalysts: [Fe] (iron), [Fe] (Iron). As a reaction SMILES: [CH3:1][O:2][C:3](=[O:17])[C:4]1[CH:9]=[C:8]([N+:10]([O-])=O)[CH:7]=[C:6]([N+:13]([O-])=O)[C:5]=1[Br:16].[C:18](OC(=O)C)(=[O:20])[CH3:19].[CH3:25]O.CN(C)[CH:29]=[O:30]>C(Cl)Cl.C(O)(=O)C.[Fe]>[CH3:1][O:2][C:3](=[O:17])[C:4]1[CH:9]=[C:8]([NH:10][C:18](=[O:20])[CH3:19])[CH:7]=[C:6]([NH:13][C:29](=[O:30])[CH3:25])[C:5]=1[Br:16]. Reaction conditions: temperature 40 celsius, time 10 minute. Starting materials: C(C)(=O)OC(C)=O (acetic anhydride), Intermediate 6(b), products, mixture, C(C)(=O)OC(C)=O (acetic anhydride), CN(C=O)C (N,N-dimethylformamide), CO (methanol), CO (Methanol), products, products, COC(C1=C(C(=CC(=C1)[N+](=O)[O-])[N+](=O)[O-])Br)=O (2-Bromo-3,5-dinitro-benzoic Acid Methyl Ester). Procedure: To acetic acid (250 mL) at room temperature was added Intermediate 6(a) (15.49 g, 50.79 mmol). The mixture was placed in an oil bath at 40° C. for c.a. 10 min and stirred vigorously under an Ar atmosphere until the solution went clear. Iron powder (25.34 g, 453.72 mmol) was added and the mixture was heated at 40° C. for c.a. 6 hours. The mixture was filtered through diatomaceous earth, rinsing with methanol. The combined filtrate and rinses were evaporated to give orange solids, which were deter... Run in C(Cl)Cl (CH2Cl2), C(Cl)Cl (CH2Cl2), C(C)(=O)O (acetic acid), C(C)(=O)O (acetic acid). Isolated yield 49.0%. Reaction SMILES: [CH2:1]([c:2]1[cH:3][cH:4][cH:5][cH:6][cH:7]1)[N:8]1[CH2:9][CH2:10][CH:11]([c:14]2[c:15](=[O:24])[nH:16][c:17]3[cH:18][cH:19][cH:20][cH:21][c:22]3[cH:23]2)[CH2:12][CH2:13]1.[CH3:27][OH:28].[H:25][H:26].[OH-:29].[OH-:31].[Pd+2:30]>>[NH:8]1[CH2:9][CH2:10][CH:11]([c:14]2[c:15](=[O:24])[nH:16][c:17]3[cH:18][cH:19][cH:20][cH:21][c:22]3[cH:23]2)[CH2:12][CH2:13]1. Starting materials: O=c1[nH]c2ccccc2cc1C1CCN(Cc2ccccc2)CC1, CO, [H][H], [OH-], [OH-], [Pd+2]. Product: O=c1[nH]c2ccccc2cc1C1CCNCC1.